Dataset: the Open Reaction Database (ORD), a public repository of structured organic reaction records. Task: describe an organic reaction: reactants, conditions, products, and yield Run in C(C)O (ethanol). Procedure details: A solution of the product from Step 4, Example 12 (400 mg, 0.78 mmol) and 2.4 mL of 5N NaOH in 24 mL of ethanol was stirred at reflux for 48 hrs. The ethanol was evaporated off and the residue was diluted with water and acidified with 1N HCl to pH3. The aqueous solution was then made basic with saturated sodium bicarbonate solution. A solid precipitated and was filtered to yield the title compound. The reactants are OC1=CC=C(C=C1)C1=C(C2=C(S1)C=C(C=C2)NC(C)=O)C(C2=CC=C(C=C2)OCCN2CCCCC2)=O (N-{2-(4-Hydroxy-phenyl)-3-[4-(2-piperidin-1-yl-ethoxy)-benzoyl]-benzo[b]thiophen-6-yl}-acetamide), [OH-].[Na+] (NaOH). As a reaction SMILES: [OH:1][C:2]1[CH:7]=[CH:6][C:5]([C:8]2[S:12][C:11]3[CH:13]=[C:14]([NH:17]C(=O)C)[CH:15]=[CH:16][C:10]=3[C:9]=2[C:21](=[O:37])[C:22]2[CH:27]=[CH:26][C:25]([O:28][CH2:29][CH2:30][N:31]3[CH2:36][CH2:35][CH2:34][CH2:33][CH2:32]3)=[CH:24][CH:23]=2)=[CH:4][CH:3]=1.[OH-].[Na+]>C(O)C>[NH2:17][C:14]1[CH:15]=[CH:16][C:10]2[C:9]([C:21]([C:22]3[CH:23]=[CH:24][C:25]([O:28][CH2:29][CH2:30][N:31]4[CH2:36][CH2:35][CH2:34][CH2:33][CH2:32]4)=[CH:26][CH:27]=3)=[O:37])=[C:8]([C:5]3[CH:4]=[CH:3][C:2]([OH:1])=[CH:7][CH:6]=3)[S:12][C:11]=2[CH:13]=1 |f:1.2|. The product is NC=1C=CC2=C(SC(=C2C(=O)C2=CC=C(C=C2)OCCN2CCCCC2)C2=CC=C(C=C2)O)C1 ([6-Amino-2-(4-hydroxy-phenyl)-benzo[b]thiophen-3-yl]-[4-(2-piperidin-1-yl -ethoxy)-phenyl]-methanone). Starting materials: CCO, CSc1ncc(Cc2ccc(Cl)cc2)c(=O)[nH]1, NCCCNc1ccccn1. Product: O=c1[nH]c(NCCCNc2ccccn2)ncc1Cc1ccc(Cl)cc1. Reaction SMILES: [CH3:29][CH2:30][OH:31].[Cl:12][c:13]1[cH:14][cH:15][c:16]([CH2:17][c:18]2[c:19](=[O:26])[nH:20][c:21]([S:24][CH3:25])[n:22][cH:23]2)[cH:27][cH:28]1.[NH2:1][CH2:2][CH2:3][CH2:4][NH:5][c:6]1[n:7][cH:8][cH:9][cH:10][cH:11]1>>[NH:1]([CH2:2][CH2:3][CH2:4][NH:5][c:6]1[n:7][cH:8][cH:9][cH:10][cH:11]1)[c:21]1[nH:20][c:19](=[O:26])[c:18]([CH2:17][c:16]2[cH:15][cH:14][c:13]([Cl:12])[cH:28][cH:27]2)[cH:23][n:22]1. Reactants: C(C)(C)C1=CC=C(C(=O)C2=C(C=CC(=C2)OCC#C)NCC#N)C=C1 ([2-(4-isopropyl-benzoyl)-4-prop-2-ynyloxy-phenyl-amino]-acetonitrile), [Sn](CCCC)(CCCC)(CCCC)N=[N+]=[N-] (Bu3SnN3), [OH-].[K+] (KOH), CO (MeOH). The solvent is C1(=CC(=CC=C1)C)C (m-xylene). Reaction conditions: time 15 minute. The product is C(C)(C)C1=CC=C(C=C1)C(=O)C1=C(C=CC(=C1)OCC#C)NCC1=NN=NN1 ((4-isopropyl-phenyl)-{5-prop-2-ynyloxy-2-[(1H-tetrazol-5-ylmethyl)-amino]-phenyl}-methanone). Isolated yield 96.0%. As a reaction SMILES: [CH:1]([C:4]1[CH:25]=[CH:24][C:7]([C:8]([C:10]2[CH:15]=[C:14]([O:16][CH2:17][C:18]#[CH:19])[CH:13]=[CH:12][C:11]=2[NH:20][CH2:21][C:22]#[N:23])=[O:9])=[CH:6][CH:5]=1)([CH3:3])[CH3:2].[Sn]([N:39]=[N+:40]=[N-:41])(CCCC)(CCCC)CCCC.[OH-].[K+].CO>C1(C)C=CC=C(C)C=1>[CH:1]([C:4]1[CH:25]=[CH:24][C:7]([C:8]([C:10]2[CH:15]=[C:14]([O:16][CH2:17][C:18]#[CH:19])[CH:13]=[CH:12][C:11]=2[NH:20][CH2:21][C:22]2[NH:41][N:40]=[N:39][N:23]=2)=[O:9])=[CH:6][CH:5]=1)([CH3:3])[CH3:2] |f:2.3|. Reported procedure: A solution of 0.82 g (2.47 mmol) [2-(4-isopropyl-benzoyl)-4-prop-2-ynyloxy-phenyl-amino]-acetonitrile and 0.8 ml (3.31 mmol) Bu3SnN3 in 20 ml m-xylene is stirred at reflux temperature for 5 h. Then the reaction mixture is cooled to room temperature and 15 ml 2N KOH and 2 ml MeOH are added. This mixture is stirred vigorously for 15 min. After that the phases are separated and to the water layer 4 N HCl is added until a pH ˜1 is reached. The aqueous layer is extracted with dichloromethane/isopropa...